From a dataset of the Open Reaction Database (ORD), a public repository of structured organic reaction records. describe an organic reaction: reactants, conditions, products, and yield Reactants: O (water), ClC1CC(C1)COCC1=CC=CC=C1 ([[(3-Chlorocyclobutyl)methoxy]methyl]benzene), CC(C)([O-])C.[K+] (potassium t-butoxide). Run in CS(=O)C (dimethylsulfoxide), CS(=O)C (dimethylsulfoxide). Reaction conditions: time 1 hour. Product: C1(C=CC1)COCC1=CC=CC=C1 ([(2-Cyclobuten-1-ylmethoxy)methyl]benzene). Yield: 88.3%. RXN SMILES: Cl[CH:2]1[CH2:5][CH:4]([CH2:6][O:7][CH2:8][C:9]2[CH:14]=[CH:13][CH:12]=[CH:11][CH:10]=2)[CH2:3]1.CC(C)([O-])C.[K+].O>CS(C)=O>[CH:4]1([CH2:6][O:7][CH2:8][C:9]2[CH:10]=[CH:11][CH:12]=[CH:13][CH:14]=2)[CH2:5][CH:2]=[CH:3]1 |f:1.2|. Procedure details: [[(3-Chlorocyclobutyl)methoxy]methyl]benzene (82 g, 0.39 mole) in 390 ml of dry dimethylsulfoxide was slowly added to a solution of potassium t-butoxide (132 g, 1.17 mole) in 390 ml of dry dimethylsulfoxide in a water-bath at 18° C. under a dry argon atmosphere. After stirring for 1 hour at room temperature, the reaction mixture was poured into 1600 ml of water and extracted with ether (3×1000 ml). The ether extracts were back-extracted with water (4×2000 ml) and the ether extract was then dried... Run in ClCCl (dichloromethane). Starting materials: Cl.NC1CN(CCC1)C(=O)OCC1=CC=CC=C1 (benzyl 3-aminopiperidine-1-carboxylate hydrochloride), C(C)(C)N(CC)C(C)C (diisopropylethylamine), C1(CCCCC1)N=C=O (cyclohexylisocyanate), C1(CCCCC1)N1C(N(C(CC1=O)=O)C1CN(CCC1)C(=O)OCC1=CC=CC=C1)=O (Phenylmethyl 3-(3-cyclohexyl-2,4,6-trioxotetrahydro-1(2H)-pyrimidinyl)-1-piperidinecarboxylate), C(CC(=O)Cl)(=O)Cl (Malonyl dichloride). Procedure: Phenylmethyl 3-(3-cyclohexyl-2,4,6-trioxotetrahydro-1(2H)-pyrimidinyl)-1-piperidinecarboxylate. A mixture of benzyl 3-aminopiperidine-1-carboxylate hydrochloride (1.51 g, 5.57 mmoles), diisopropylethylamine (965 uL, 5.57 mmoles) and cyclohexylisocyanate (708 uL, 5.57 mmoles) were stirred together in dichloromethane (60 mL) overnight. The mixture was washed with 1 molar hydrochloric acid (×2) and the solution dried. Malonyl dichloride (650 uL, 6.68 mmoles) was added and the mixture was heated und... Reaction SMILES: [CH:1]1([N:7]2[C:12](=[O:13])[CH2:11][C:10](=[O:14])[N:9]([CH:15]3[CH2:20][CH2:19][CH2:18][N:17](C(OCC4C=CC=CC=4)=O)[CH2:16]3)[C:8]2=[O:31])[CH2:6][CH2:5][CH2:4][CH2:3][CH2:2]1.Cl.NC1CCC[N:36]([C:40](OCC2C=CC=CC=2)=[O:41])C1.C(N(C(C)C)CC)(C)C.C1(N=C=[O:67])CCCCC1.C(Cl)(=O)[CH2:69][C:70](Cl)=[O:71]>ClCCl>[CH:1]1([N:7]2[C:12](=[O:13])[C:11]([C:40]([NH:36][CH2:69][C:70]([OH:71])=[O:67])=[O:41])=[C:10]([OH:14])[N:9]([CH:15]3[CH2:20][CH2:19][CH2:18][NH:17][CH2:16]3)[C:8]2=[O:31])[CH2:6][CH2:5][CH2:4][CH2:3][CH2:2]1 |f:1.2|. Product: C1(CCCCC1)N1C(N(C(=C(C1=O)C(=O)NCC(=O)O)O)C1CNCCC1)=O (N-{[3-Cyclohexyl-6-hydroxy-2,4-dioxo-1-(3-piperidinyl)-1,2,3,4-tetrahydro-5-pyrimidinyl]carbonyl}glycine). Reactants: N(=[N+]=[N-])[C@H]1[C@H](SC)O[C@@H]([C@H]([C@@H]1OCC1=CC=C(C=C1)OC)OC(=O)C=1C(=CC=CC1)C1=CC=CC=C1)CO[Si](C1=CC=CC=C1)(C1=CC=CC=C1)C(C)(C)C (methyl 2-azido-6-O-tert-butyldiphenylsilyl-4-O-biphenylcarbonyl-2-deoxy-3-O-(4-methoxybenzyl)-1-thio-β-D-glucopyranoside), C(#N)C1=C(C(=O)C(=C(C1=O)Cl)Cl)C#N (DDQ). The solvent is C(Cl)Cl.O (CH2Cl2—H2O). Reaction conditions: time 3 hour. Product: N(=[N+]=[N-])[C@H]1[C@H](SC)O[C@@H]([C@H]([C@@H]1O)OC(=O)C=1C(=CC=CC1)C1=CC=CC=C1)CO[Si](C1=CC=CC=C1)(C1=CC=CC=C1)C(C)(C)C (Methyl 2-azido-4-O-biphenylcarbonyl-6-O-tert-butyldiphenylsilyl-2-deoxy-1-thio-β-D-glucopyranoside). The yield is 93.4%. As a reaction SMILES: [N:1]([C@@H:4]1[C@@H:11]([O:12]CC2C=CC(OC)=CC=2)[C@H:10]([O:22][C:23]([C:25]2[C:26]([C:31]3[CH:36]=[CH:35][CH:34]=[CH:33][CH:32]=3)=[CH:27][CH:28]=[CH:29][CH:30]=2)=[O:24])[C@@H:9]([CH2:37][O:38][Si:39]([C:52]([CH3:55])([CH3:54])[CH3:53])([C:46]2[CH:51]=[CH:50][CH:49]=[CH:48][CH:47]=2)[C:40]2[CH:45]=[CH:44][CH:43]=[CH:42][CH:41]=2)[O:8][C@H:5]1[S:6][CH3:7])=[N+:2]=[N-:3].C(C1C(=O)C(Cl)=C(Cl)C(=O)C=1C#N)#N>C(Cl)Cl.O>[N:1]([C@@H:4]1[C@@H:11]([OH:12])[C@H:10]([O:22][C:23]([C:25]2[C:26]([C:31]3[CH:36]=[CH:35][CH:34]=[CH:33][CH:32]=3)=[CH:27][CH:28]=[CH:29][CH:30]=2)=[O:24])[C@@H:9]([CH2:37][O:38][Si:39]([C:52]([CH3:55])([CH3:54])[CH3:53])([C:40]2[CH:45]=[CH:44][CH:43]=[CH:42][CH:41]=2)[C:46]2[CH:47]=[CH:48][CH:49]=[CH:50][CH:51]=2)[O:8][C@H:5]1[S:6][CH3:7])=[N+:2]=[N-:3] |f:2.3|. Procedure details: A mixture of methyl 2-azido-4-O-biphenylcarbonyl-6-O-tert-butyldiphenylsilyl-2-deoxy-3-O-(4-methoxybenzyl)-1-thio-62-D-glucopyranoside (11) (150 mg, 0.19 mmol) and DDQ (52 mg, 0.23 mmol) in CH2Cl2—H2O 9:1 (5 mL) was stirred at room temperature for 3 hours. The reaction mixture was washed with saturated NaHCO3 solution (3×3 ml), dried over MgSO4 and evaporated. The residue was purified by chromatography using EtOAc—hexane 15:85 as the mobile phase to give methyl 2-azido-4-O-biphenylcarbonyl-6-O-t...